This data is from the Open Reaction Database (ORD), a public repository of structured organic reaction records. The task is: describe an organic reaction: reactants, conditions, products, and yield The reactants are Cl.ClC=1C=C(C=CC1F)C1=CC(=CC=C1)CC(C1=NC(=NO1)C)N (2-(3′-Chloro-4′-fluoro-biphenyl-3-yl)-1-(3-methyl-[1,2,4]oxadiazol-5-yl)-ethylamine hydrochloride salt), ClC=1C(=C(C=C(C1)C1=CC=C(C=C1)C(F)(F)F)C(=O)O)OC (5-Chloro-4-methoxy-4′-trifluoromethyl-biphenyl-3-carboxylic acid). Yields the product ClC=1C=C(C=CC1F)C1=CC(=CC=C1)C[C@H](C1=NC(=NO1)C)NC(=O)C=1C=C(C=C(C1OC)Cl)C1=CC=C(C=C1)C(F)(F)F (5-Chloro-4-methoxy-4′-trifluoromethyl-biphenyl-3-carboxylic acid [2-(3′-chloro-4′-fluoro-biphenyl-3-yl)-1-(R)-(3-methyl-[1,2,4]oxadiazol-5-yl)-ethyl]-amide). As a reaction SMILES: Cl.[Cl:2][C:3]1[CH:4]=[C:5]([C:10]2[CH:15]=[CH:14][CH:13]=[C:12]([CH2:16][CH:17]([NH2:24])[C:18]3[O:22][N:21]=[C:20]([CH3:23])[N:19]=3)[CH:11]=2)[CH:6]=[CH:7][C:8]=1[F:9].[Cl:25][C:26]1[C:27]([O:45][CH3:46])=[C:28]([C:42](O)=[O:43])[CH:29]=[C:30]([C:32]2[CH:37]=[CH:36][C:35]([C:38]([F:41])([F:40])[F:39])=[CH:34][CH:33]=2)[CH:31]=1>>[Cl:2][C:3]1[CH:4]=[C:5]([C:10]2[CH:15]=[CH:14][CH:13]=[C:12]([CH2:16][C@@H:17]([NH:24][C:42]([C:28]3[CH:29]=[C:30]([C:32]4[CH:33]=[CH:34][C:35]([C:38]([F:40])([F:41])[F:39])=[CH:36][CH:37]=4)[CH:31]=[C:26]([Cl:25])[C:27]=3[O:45][CH3:46])=[O:43])[C:18]3[O:22][N:21]=[C:20]([CH3:23])[N:19]=3)[CH:11]=2)[CH:6]=[CH:7][C:8]=1[F:9] |f:0.1|. Reported procedure: 5-Chloro-4-methoxy-4′-trifluoromethyl-biphenyl-3-carboxylic acid [2-(3′-chloro-4′-fluoro-biphenyl-3-yl)-1-(R)-(3-methyl-[1,2,4]oxadiazol-5-yl)-ethyl]-amide (0.087) was prepared using the general procedure A, from 2-(3′-Chloro-4′-fluoro-biphenyl-3-yl)-1-(3-methyl-[1,2,4]oxadiazol-5-yl)-ethylamine hydrochloride salt (0.077 g, 0.21 mmol, prepared from [2-(3′-Chloro-4′-fluoro-biphenyl-3-yl)-1-(3-methyl-[1,2,4]oxadiazol-5-yl)-ethyl]-carbamic acid tert-butylester following general procedure N) and 5-C...